This data is from the Open Reaction Database (ORD), a public repository of structured organic reaction records. The task is: describe an organic reaction: reactants, conditions, products, and yield Reactants: C(C)(C)(C)OC(=O)N1[C@@H]([C@H]2C[C@H]2C1)CN ((1S,2S,5R)-2-Aminomethyl-3-aza-bicyclo[3.1.0]hexane-3-carboxylic acid tert-butyl ester), C(C)N1N=C(C=C1C(=O)O)C (2-Ethyl-5-methyl-2H-pyrazole-3-carboxylic acid). The product is C(C)(C)(C)OC(=O)N1[C@@H]([C@H]2C[C@H]2C1)CNC(=O)C=1N(N=C(C1)C)CC ((1S,2S,5R)-2-{[(2-Ethyl-5-methyl-2H-pyrazole-3-carbonyl)-amino]-methyl}-3-aza-bicyclo[3.1.0]hexane-3-carboxylic Acid Tert-butyl Ester). As a reaction SMILES: [C:1]([O:5][C:6]([N:8]1[CH2:13][C@H:12]2[C@H:10]([CH2:11]2)[C@H:9]1[CH2:14][NH2:15])=[O:7])([CH3:4])([CH3:3])[CH3:2].[CH2:16]([N:18]1[C:22]([C:23](O)=[O:24])=[CH:21][C:20]([CH3:26])=[N:19]1)[CH3:17]>>[C:1]([O:5][C:6]([N:8]1[CH2:13][C@H:12]2[C@H:10]([CH2:11]2)[C@H:9]1[CH2:14][NH:15][C:23]([C:22]1[N:18]([CH2:16][CH3:17])[N:19]=[C:20]([CH3:26])[CH:21]=1)=[O:24])=[O:7])([CH3:4])([CH3:3])[CH3:2]. Procedure details: prepared by reaction of (1S,2S,5R)-2-Aminomethyl-3-aza-bicyclo[3.1.0]hexane-3-carboxylic acid tert-butyl ester with 2-Ethyl-5-methyl-2H-pyrazole-3-carboxylic acid. 1H-NMR (CDCl3): δ=0.19 (q, J=4.3 Hz, 1H); 0.73 (dt, J=7.7 Hz, J=5.5 Hz, 1H); 1.30-1.36 (m, 1H); 1.38-1.43 (m, 3H); 1.45 (s, 9H); 1.46-1.53 (m, 1H); 2.24 (s, 3H); 3.34-3.42 (m, 2H); 3.55-3.64 (m, 2H); 4.18 (dd, J=10.8 Hz, J=3.0 Hz, 1H); 4.47-4.62 (m, 2H); 6.36 (s, 1H); 7.76 (bs, 1H). Reactants: C(C)(C)(C)OC(=O)N1CCC(CC1)=O (N-tert-butoxycarbonyl-4-piperidone), O(C1=CC=CC=C1)C1=CC=C(C=C1)[Mg]Br (4-phenoxyphenyl magnesium bromide), C1=CC=C(C=C1)OC2=CC=C(C=C2)Br (4-bromodiphenyl ether), resultant mixture, [Cl-].[NH4+] (ammonium chloride). Run in O1CCCC1 (tetrahydrofuran). The product is C(C)(C)(C)OC(=O)N1CCC(CC1)(O)C1=CC=C(C=C1)OC1=CC=CC=C1 (N-tert-butoxycarbonyl-4-(4-phenoxyphenyl)-4-piperidinol). Isolated yield 45.0%. Reaction SMILES: [C:1]([O:5][C:6]([N:8]1[CH2:13][CH2:12][C:11](=[O:14])[CH2:10][CH2:9]1)=[O:7])([CH3:4])([CH3:3])[CH3:2].[O:15]([C:22]1[CH:27]=[CH:26][C:25]([Mg]Br)=[CH:24][CH:23]=1)[C:16]1[CH:21]=[CH:20][CH:19]=[CH:18][CH:17]=1.C1C=CC(OC2C=CC(Br)=CC=2)=CC=1.[Cl-].[NH4+]>O1CCCC1>[C:1]([O:5][C:6]([N:8]1[CH2:9][CH2:10][C:11]([C:25]2[CH:26]=[CH:27][C:22]([O:15][C:16]3[CH:21]=[CH:20][CH:19]=[CH:18][CH:17]=3)=[CH:23][CH:24]=2)([OH:14])[CH2:12][CH2:13]1)=[O:7])([CH3:4])([CH3:2])[CH3:3] |f:3.4|. Procedure details: To an 100 ml tetrahydrofuran solution of 3.5 g of N-tert-butoxycarbonyl-4-piperidone, a 35 ml of 4-phenoxyphenyl magnesium bromide prepared from 4-bromodiphenyl ether (0.6 mol/l tetrahydrofuran solution) was dropwise added under ice cooling and the resultant mixture was stirred for 1 hour. To the reaction mixture was added a 30 ml of saturated aqueous ammonium chloride solution. The product was extracted with ether. The extract was washed with saturated saline, dried, filtered, then concentrated... Reaction SMILES: [F:1][C:2]1([F:16])[O:6][C:5]2[CH:7]=[CH:8][C:9]([CH:11]=[CH:12][C:13]([NH2:15])=[O:14])=[CH:10][C:4]=2[O:3]1.[Cl:17][CH2:18][C:19]([CH2:21]Cl)=O>C1(C)C=CC=CC=1>[Cl:17][CH2:18][C:19]1[N:15]=[C:13]([CH:12]=[CH:11][C:9]2[CH:8]=[CH:7][C:5]3[O:6][C:2]([F:1])([F:16])[O:3][C:4]=3[CH:10]=2)[O:14][CH:21]=1. Starting materials: FC1(OC2=C(O1)C=CC(=C2)C=CC(=O)N)F (3-(2,2-Difluoro-benzo[1,3]dioxol-5-yl)-acrylamide), ClCC(=O)CCl (1,3-dichloro acetone). Procedure: 6.90 g (30.4 mmol) 3-(2,2-Difluoro-benzo[1,3]dioxol-5-yl)-acrylamide, 4.76 g (37.5 mmol) 1,3-dichloro acetone and 50 ml toluene were kept at reflux temperature for 48 h with continuous removal of water by applying a Dean-Stark trap. After removal of solvents in vacuo, the residue was treated with 60 ml of a 1:1 mixture of water/isopropanol. After filtration the precipitate was washed first with isopropanol, then with heptane. Drying at 40° C. in vacuo gave 4-Chloromethyl-2-[2-(2,2-difluoro-benzo... The product is ClCC=1N=C(OC1)C=CC1=CC2=C(OC(O2)(F)F)C=C1 (4-Chloromethyl-2-[2-(2,2-difluoro-benzo[1,3]dioxol-5-yl)-vinyl]-oxazole). Run in C1(=CC=CC=C1)C (toluene). The reactants are C1(\C=C/C(=O)O1)=O (maleic anhydride), CN (methylamine). Run in ClC1=CC=CC=C1 (chlorobenzene). Product: CNC(\C=C/C(=O)O)=O (N-methyl maleinamic acid). RXN SMILES: [C:1]1(=[O:7])[O:6][C:4](=[O:5])[CH:3]=[CH:2]1.[CH3:8][NH2:9]>ClC1C=CC=CC=1>[CH3:8][NH:9][C:1](=[O:7])/[CH:2]=[CH:3]\[C:4]([OH:6])=[O:5]. Procedure details: The same reactor as used in Example 7 was adopted. This reactor was charged with a solution 53 g of maleic anhydride in 200 g of chlorobenzene. Then, methylamine gas was blown in gradually and piecemeal at 30° C. at a rate of 4.3×10-3 mol/min. over a period of two hours to produce a white slurry of N-methyl maleinamic acid. Subsequently, the slurry and 22.5 g of ortho-phosphoric acid (purity 89% by weight), 0.1 g of phenothiazine, and 0.02 g of zinc acetate added thereto were heated at 134° C. f... The reactants are COCC1C([C@H]1CO)(C1=CC=2C(CCC(C2C=C1)(C)C)(C)C)C ((±)-[(S)-3-Methoxymethyl-2-methyl-2-(5,5,8,8-tetramethyl-5,6,7,8-tetrahydronaphthalen-2-yl)-cyclopropyl]-methanol), [Si](C)(C)(C(C)(C)C)OCC1C([C@@H]1CO)(C1=CC=2C(CCC(C2C=C1)(C)C)(C)C)C ((±)-[(R)-3-(tert-butyl-dimethylsilanyloxymethyl)-2-methyl-2-(5,5,8,8-tetramethyl-5,6,7,8-tetrahydro-naphthalen-2-yl)-cyclopropyl]-methanol), C(C)I (ethyl iodide). Yields the product C(C)OCC1C([C@@H]1CO)(C1=CC=2C(CCC(C2C=C1)(C)C)(C)C)C ((±)-[(R)-3-Ethoxymethyl-2-methyl-2-(5,5,8,8-tetramethyl-5,6,7,8-tetrahydro-naphthalen-2-yl)-cyclopropyl]-methanol). Isolated yield 81.0%. RXN SMILES: [CH3:1][O:2][CH2:3][CH:4]1[C@H:6]([CH2:7][OH:8])[C:5]1([CH3:23])[C:9]1[CH:18]=[CH:17][C:16]2[C:15]([CH3:20])([CH3:19])[CH2:14][CH2:13][C:12]([CH3:22])([CH3:21])[C:11]=2[CH:10]=1.[Si](OCC1[C@@H](CO)C1(C)C1C=CC2C(C)(C)CCC(C)(C)C=2C=1)(C(C)(C)C)(C)[CH3:25].C(I)C>>[CH2:1]([O:2][CH2:3][CH:4]1[C@@H:6]([CH2:7][OH:8])[C:5]1([CH3:23])[C:9]1[CH:18]=[CH:17][C:16]2[C:15]([CH3:20])([CH3:19])[CH2:14][CH2:13][C:12]([CH3:22])([CH3:21])[C:11]=2[CH:10]=1)[CH3:25]. Reported procedure: Following a procedure similar to that for the preparation of Intermediate 6a using Intermediate 5 as the starting material and ethyl iodide as the alkylating reagent provided the title compound (65 mg, 81% yield) as a colorless oil: